From a dataset of the Open Reaction Database (ORD), a public repository of structured organic reaction records. describe an organic reaction: reactants, conditions, products, and yield Reactants: C(=O)(C(F)(F)F)O (TFA), FC(C1=NN=C2N1N=C(CC2)N2CCC(CC2)C2=CC=C(OCCCN1CCN(CC1)C(=O)OC(C)(C)C)C=C2)(F)F (tert-butyl 4-[3-[4-(1-[3-(trifluoromethyl)-7,8-dihydro-[1,2,4]triazolo[4,3-b]pyridazin-6-yl)piperidin-4-yl]phenoxy]propyl]piperazine-1-carboxylate). The solvent is C(Cl)Cl (DCM). Conditions: time 1 hour. The product is N1(CCNCC1)CCCOC1=CC=C(C=C1)C1CCN(CC1)C=1CCC=2N(N1)C(=NN2)C(F)(F)F (6-[4-[4-[3-(piperazin-1-yl)propoxy]phenyl]piperidin-1-yl]-3-(trifluoromethyl)-7,8-dihydro-[1,2,4]triazolo[4,3-b]pyridazine). Isolated yield 98.0%. Reaction SMILES: C(O)(C(F)(F)F)=O.[F:8][C:9]([F:49])([F:48])[C:10]1[N:14]2[N:15]=[C:16]([N:19]3[CH2:24][CH2:23][CH:22]([C:25]4[CH:47]=[CH:46][C:28]([O:29][CH2:30][CH2:31][CH2:32][N:33]5[CH2:38][CH2:37][N:36](C(OC(C)(C)C)=O)[CH2:35][CH2:34]5)=[CH:27][CH:26]=4)[CH2:21][CH2:20]3)[CH2:17][CH2:18][C:13]2=[N:12][N:11]=1>C(Cl)Cl>[N:33]1([CH2:32][CH2:31][CH2:30][O:29][C:28]2[CH:27]=[CH:26][C:25]([CH:22]3[CH2:21][CH2:20][N:19]([C:16]4[CH2:17][CH2:18][C:13]5[N:14]([C:10]([C:9]([F:49])([F:48])[F:8])=[N:11][N:12]=5)[N:15]=4)[CH2:24][CH2:23]3)=[CH:47][CH:46]=2)[CH2:34][CH2:35][NH:36][CH2:37][CH2:38]1. Procedure: TFA (10 mL) was added to tert-butyl 4-[3-[4-(1-[3-(trifluoromethyl)-7,8-dihydro-[1,2,4]triazolo[4,3-b]pyridazin-6-yl)piperidin-4-yl]phenoxy]propyl]piperazine-1-carboxylate (2.09 g, 3.53 mmol) in DCM (10 mL). The resulting solution was stirred at ambient temperature for 1 hour then added to an SCX column. The desired product was eluted from the column using 2M ammonia in methanol and the solvents were evaporated to dryness to afford 6-[4-[4-[3-(piperazin-1-yl)propoxy]phenyl]piperidin-1-yl]-3-(tri...